This data is from the Open Reaction Database (ORD), a public repository of structured organic reaction records. The task is: describe an organic reaction: reactants, conditions, products, and yield Procedure: A mixture of methyl 5-(2-chloro-4-fluorophenyl)-1,3-dimethyl-1H-pyrazole-4-carboxylate (i.e. the product of Step C) (12.33 g, 43.7 mol) and sodium hydroxide (1 N, 70 mL) in methanol (70 mL) was heated at reflux for 2 h. The reaction mixture was cooled to about 0° C., and then the pH of the reaction mixture was adjusted to 3 by the addition of aqueous hydrochloric acid solution (1 N). The reaction mixture was extracted with ethyl acetate (3×70 mL) and the combined extracts were washed with satura... The product is ClC1=C(C=CC(=C1)F)C1=C(C(=NN1C)C)C(=O)O (5-(2-chloro-4-fluorophenyl)-1,3-dimethyl-1H-pyrazole-4-carboxylic acid). Reaction conditions: temperature 0 celsius. The solvent is CO (methanol). As a reaction SMILES: [Cl:1][C:2]1[CH:7]=[C:6]([F:8])[CH:5]=[CH:4][C:3]=1[C:9]1[N:13]([CH3:14])[N:12]=[C:11]([CH3:15])[C:10]=1[C:16]([O:18]C)=[O:17].[OH-].[Na+].Cl>CO>[Cl:1][C:2]1[CH:7]=[C:6]([F:8])[CH:5]=[CH:4][C:3]=1[C:9]1[N:13]([CH3:14])[N:12]=[C:11]([CH3:15])[C:10]=1[C:16]([OH:18])=[O:17] |f:1.2|. The reactants are Cl (hydrochloric acid), ClC1=C(C=CC(=C1)F)C1=C(C(=NN1C)C)C(=O)OC (methyl 5-(2-chloro-4-fluorophenyl)-1,3-dimethyl-1H-pyrazole-4-carboxylate), ClC1=C(C=CC(=C1)F)C1=C(C(=NN1C)C)C(=O)OC (methyl 5-(2-chloro-4-fluorophenyl)-1,3-dimethyl-1H-pyrazole-4-carboxylate), [OH-].[Na+] (sodium hydroxide). The reactants are BrC1=C2C(=NC=C1)N(C=C2I)C (4-bromo-3-iodo-1-methyl-1H-pyrrolo[2,3-b]pyridine), CN1C2=C(OCC1)C=CC(=C2)B2OC(C(O2)(C)C)(C)C (4-methyl-6-(4,4,5,5-tetramethyl-1,3,2-dioxaborolan-2-yl)-3,4-dihydro-2H-benzo[b][1,4]oxazine), C([O-])([O-])=O.[Na+].[Na+] (sodium carbonate). The reagents and catalysts are Cl[Pd]([P](C1=CC=CC=C1)(C2=CC=CC=C2)C3=CC=CC=C3)([P](C4=CC=CC=C4)(C5=CC=CC=C5)C6=CC=CC=C6)Cl (bis(triphenylphosphine)palladium(II) chloride). The solvent is COCCOC (DME), CO (MeOH). Conditions: temperature 60 celsius, time 1 hour. The product is BrC1=C2C(=NC=C1)N(C=C2C2=CC1=C(OCCN1C)C=C2)C (6-(4-bromo-1-methyl-1H-pyrrolo[2,3-b]pyridin-3-yl)-4-methyl-3,4-dihydro-2H-benzo[b][1,4]oxazine). The yield is 32.3%. Reaction SMILES: [Br:1][C:2]1[CH:7]=[CH:6][N:5]=[C:4]2[N:8]([CH3:12])[CH:9]=[C:10](I)[C:3]=12.[CH3:13][N:14]1[CH2:19][CH2:18][O:17][C:16]2[CH:20]=[CH:21][C:22](B3OC(C)(C)C(C)(C)O3)=[CH:23][C:15]1=2.C(=O)([O-])[O-].[Na+].[Na+]>COCCOC.CO.Cl[Pd](Cl)([P](C1C=CC=CC=1)(C1C=CC=CC=1)C1C=CC=CC=1)[P](C1C=CC=CC=1)(C1C=CC=CC=1)C1C=CC=CC=1>[Br:1][C:2]1[CH:7]=[CH:6][N:5]=[C:4]2[N:8]([CH3:12])[CH:9]=[C:10]([C:22]3[CH:21]=[CH:20][C:16]4[O:17][CH2:18][CH2:19][N:14]([CH3:13])[C:15]=4[CH:23]=3)[C:3]=12 |f:2.3.4,^1:49,68|. Reported procedure: Alternatively, to a mixture of 4-bromo-3-iodo-1-methyl-1H-pyrrolo[2,3-b]pyridine (D7) (1 g, 2.97 mmol), 4-methyl-6-(4,4,5,5-tetramethyl-1,3,2-dioxaborolan-2-yl)-3,4-dihydro-2H-benzo[b][1,4]oxazine (0.857 g, 3.12 mmol) in DME (18 mL) and MeOH (2.0 mL) was added bis(triphenylphosphine)palladium(II) chloride (0.208 g, 0.297 mmol) and 2M sodium carbonate aq. solution (14.84 mL, 29.7 mmol). The mixture was stirred at 60° C. for 1 hour. The mixture was cooled to RT and filtered. The solid was washed w... The reactants are CC(O[Si](C)(C)C(C)(C)C)c1ncc(CCl)o1, CC(C)=O, CCN(C(C)C)C(C)C, O=[N+]([O-])c1cn[nH]n1, N#N, CN(C)C=O, O. The product is CC(O[Si](C)(C)C(C)(C)C)c1ncc(Cn2ncc([N+](=O)[O-])n2)o1. As a reaction SMILES: [C:3]([CH3:4])([CH3:5])([CH3:6])[Si:7]([O:8][CH:9]([CH3:10])[c:11]1[o:12][c:13]([CH2:16][Cl:17])[cH:14][n:15]1)([CH3:18])[CH3:19].[CH3:42][C:43](=[O:44])[CH3:45].[CH:28]([N:29]([CH2:30][CH3:31])[CH:32]([CH3:33])[CH3:34])([CH3:35])[CH3:36].[N+:20](=[O:21])([O-:22])[c:23]1[n:24][nH:25][n:26][cH:27]1.[N:1]#[N:2].[O:37]=[CH:38][N:39]([CH3:40])[CH3:41].[OH2:46]>>[C:3]([CH3:4])([CH3:5])([CH3:6])[Si:7]([O:8][CH:9]([CH3:10])[c:11]1[o:12][c:13]([CH2:16][n:25]2[n:24][c:23]([N+:20](=[O:21])[O-:22])[cH:27][n:26]2)[cH:14][n:15]1)([CH3:18])[CH3:19]. Starting materials: FC1=C(C=CC(=C1)O)C(=O)N1[C@@H](CCC1)CN1[C@@H](CCC1)C ((2-Fluoro-4-hydroxy-phenyl)-[2-(S)-(2-(R)-methyl-pyrrolidin-1-ylmethyl)-pyrrolidin-1-yl]-methanone), BrCC=1OC(=CC1)C(F)(F)F (2-(bromomethyl)-5-(trifluoromethyl)furan). The product is FC(C(=O)O)(F)F.FC1=C(C=CC(=C1)OCC=1OC(=CC1)C(F)(F)F)C(=O)N1[C@@H](CCC1)CN1[C@@H](CCC1)C ([2-Fluoro-4-(5-trifluoromethyl-furan-2-ylmethoxy)-phenyl]-[2-(S)(2-(R)-methyl-pyrrolidin-1-ylmethyl)-pyrrolidin-1-yl]-methanone trifluoroacetate salt), FC(C(=O)[O-])(F)F (trifluoroacetate). As a reaction SMILES: [F:1][C:2]1[CH:7]=[C:6]([OH:8])[CH:5]=[CH:4][C:3]=1[C:9]([N:11]1[CH2:15][CH2:14][CH2:13][C@H:12]1[CH2:16][N:17]1[CH2:21][CH2:20][CH2:19][C@H:18]1[CH3:22])=[O:10].Br[CH2:24][C:25]1[O:26][C:27]([C:30]([F:33])([F:32])[F:31])=[CH:28][CH:29]=1>>[F:31][C:30]([F:33])([F:32])[C:27]([OH:8])=[O:26].[F:1][C:2]1[CH:7]=[C:6]([O:8][CH2:24][C:25]2[O:26][C:27]([C:30]([F:33])([F:32])[F:31])=[CH:28][CH:29]=2)[CH:5]=[CH:4][C:3]=1[C:9]([N:11]1[CH2:15][CH2:14][CH2:13][C@H:12]1[CH2:16][N:17]1[CH2:21][CH2:20][CH2:19][C@H:18]1[CH3:22])=[O:10].[F:31][C:30]([F:33])([F:32])[C:27]([O-:8])=[O:26] |f:2.3|. Procedure details: The title compound is prepared in a manner substantially analogous to Procedure C from (2-Fluoro-4-hydroxy-phenyl)-[2-(S)-(2-(R)-methyl-pyrrolidin-1-ylmethyl)-pyrrolidin-1-yl]-methanone and 2-(bromomethyl)-5-(trifluoromethyl)furan [CAS 17515-77-4]. The crude product is purified by reversed phase chromatography to provide the desired product as a trifluoroacetate salt. MS (ES+) m/e 455.3